Dataset: the Open Reaction Database (ORD), a public repository of structured organic reaction records. Task: describe an organic reaction: reactants, conditions, products, and yield Reactants: C(C1=CC=CC=C1)(=O)N1C(N(C=C(C1=O)C=1C(=NC=CC1)C)CCCCCl)=O (3-Benzoyl-1-(4-chloro-butyl)-5-(2-methyl-pyridin-3-yl)-1H-pyrimidine-2,4-dione). Run in N (NH3), CO (MeOH). Conditions: time 3 hour. The product is ClCCCCN1C(NC(C(=C1)C=1C(=NC=CC1)C)=O)=O (1-(4-Chloro-butyl)-5-(2-methyl-pyridin-3-yl)-1H-pyrimidine-2,4-dione). Isolated yield 93.6%. Reaction SMILES: C([N:9]1[C:14](=[O:15])[C:13]([C:16]2[C:17]([CH3:22])=[N:18][CH:19]=[CH:20][CH:21]=2)=[CH:12][N:11]([CH2:23][CH2:24][CH2:25][CH2:26][Cl:27])[C:10]1=[O:28])(=O)C1C=CC=CC=1>N.CO>[Cl:27][CH2:26][CH2:25][CH2:24][CH2:23][N:11]1[CH:12]=[C:13]([C:16]2[C:17]([CH3:22])=[N:18][CH:19]=[CH:20][CH:21]=2)[C:14](=[O:15])[NH:9][C:10]1=[O:28]. Procedure: 3-Benzoyl-1-(4-chloro-butyl)-5-(2-methyl-pyridin-3-yl)-1H-pyrimidine-2,4-dione (Prep 47, 330 mg, 0.8 mmol) was dissolved in a solution of 3% NH3 in MeOH (15 mL). The mixture was stirred at room temperature for 3 hours, the solvent was then evaporated under vacuum. The residue was redissolved in MeOH and filtered on a SCX cartridge to give 220 mg of the title compound as a yellow oil (90% yield). The reactants are O=S1(N(CCN1)C1=CC=C(C(=O)OCC)C=C1)=O (ethyl 4-(1,1-dioxo-1λ6-[1,2,5]thiadiazolidin-2-yl)benzoate), CI (methyl iodide). The product is CN1CCN(S1(=O)=O)C1=CC=C(C(=O)OCC)C=C1 (ethyl 4-(5-methyl-1,1-dioxo-1λ6-[1,2,5]thiadiazolidin-2-yl)benzoate). RXN SMILES: [O:1]=[S:2]1(=[O:18])[NH:6][CH2:5][CH2:4][N:3]1[C:7]1[CH:17]=[CH:16][C:10]([C:11]([O:13][CH2:14][CH3:15])=[O:12])=[CH:9][CH:8]=1.[CH3:19]I>>[CH3:19][N:6]1[S:2](=[O:1])(=[O:18])[N:3]([C:7]2[CH:17]=[CH:16][C:10]([C:11]([O:13][CH2:14][CH3:15])=[O:12])=[CH:9][CH:8]=2)[CH2:4][CH2:5]1. Procedure details: Using ethyl 4-(1,1-dioxo-1λ6-[1,2,5]thiadiazolidin-2-yl)benzoate (195 mg) described in Preparation Example 46 and methyl iodide (99 μL) and by the reaction and treatment in the same manner as in Example 36, crude ethyl 4-(5-methyl-1,1-dioxo-1λ6-[1,2,5]thiadiazolidin-2-yl)benzoate (107 mg) was obtained. Using the obtained crude ethyl 4-(5-methyl-1,1-dioxo-1λ6-[1,2,5]thiadiazolidin-2-yl)benzoate (107 mg) and 1-(3,5-dimethylpyridin-2-yl)piperazine (75.7 mg) described in Preparation Example 79 and b... Reactants: C1(=CC=CC=C1)C=[N+]=[N-] (phenyldiazomethane), sulphide, ( C ), [H][H] (hydrogen), C(C1=CC=CC=C1)=O (benzaldehyde). Reagents/catalysts: C(C)(=O)[O-].[Rh+2].C(C)(=O)[O-] (rhodium (II) acetate). Run in ClCCl (dichloromethane). Product: C1(=CC=CC=C1)[C@@H]1O[C@H]1C1=CC=CC=C1 (trans-2,3-diphenyl oxirane), C1(=CC=CC=C1)[C@@H]1O[C@@H]1C1=CC=CC=C1 (cis-2 3-diphenyl oxirane). Yield: 1.5%. RXN SMILES: [C:1]1([CH:7]=[N+]=[N-])[CH:6]=[CH:5][CH:4]=[CH:3][CH:2]=1.[H][H].[CH:12](=[O:19])[C:13]1[CH:18]=[CH:17][CH:16]=[CH:15][CH:14]=1>ClCCl.C([O-])(=O)C.[Rh+2].C([O-])(=O)C>[C:1]1([C@H:7]2[C@H:12]([C:13]3[CH:18]=[CH:17][CH:16]=[CH:15][CH:14]=3)[O:19]2)[CH:6]=[CH:5][CH:4]=[CH:3][CH:2]=1.[C:1]1([C@H:7]2[C@@H:12]([C:13]3[CH:18]=[CH:17][CH:16]=[CH:15][CH:14]=3)[O:19]2)[CH:6]=[CH:5][CH:4]=[CH:3][CH:2]=1 |f:4.5.6|. Reported procedure: A solution of phenyldiazomethane (1 mmol in 6 ml of t-butyl methyl ether) was added, over a period of 12 hours, to a solution of a sulphide of formula (C) wherein R' and R" are both hydrogen (for preparation see J. Org. Chem. 44 (20) 3598-9 (1979); 198 mg, 1.0 mmol), rhodium (II) acetate (4 mg, 0.01 mmol) and benzaldehyde (190 μl, 1.0 mmol) in dichloromethane (4 ml). Upon completion of the addition, the solvent was removed in vacuo and the residue chromatographed using silica gel eluting with di... The reactants are CCOC(=O)C(=O)OCC, CC(=O)c1cc(C(C)(C)C)c(OCc2ccccc2)cc1OCc1ccccc1, CC[O-], CCO, Cl, [Na+], O. Yields the product CCOC(=O)C(O)=CC(=O)c1cc(C(C)(C)C)c(OCc2ccccc2)cc1OCc1ccccc1. Reaction SMILES: [C:34]([C:35](=[O:36])[O:37][CH2:38][CH3:39])(=[O:40])[O:41][CH2:42][CH3:43].[CH2:5]([c:6]1[cH:7][cH:8][cH:9][cH:10][cH:11]1)[O:12][c:13]1[c:14]([C:31]([CH3:32])=[O:33])[cH:15][c:16]([C:27]([CH3:28])([CH3:29])[CH3:30])[c:17]([O:19][CH2:20][c:21]2[cH:22][cH:23][cH:24][cH:25][cH:26]2)[cH:18]1.[CH3:2][CH2:3][O-:4].[CH3:45][CH2:46][OH:47].[ClH:44].[Na+:1].[OH2:48]>>[CH2:5]([c:6]1[cH:7][cH:8][cH:9][cH:10][cH:11]1)[O:12][c:13]1[c:14]([C:31]([CH:32]=[C:34]([C:35](=[O:36])[O:37][CH2:38][CH3:39])[OH:40])=[O:33])[cH:15][c:16]([C:27]([CH3:28])([CH3:29])[CH3:30])[c:17]([O:19][CH2:20][c:21]2[cH:22][cH:23][cH:24][cH:25][cH:26]2)[cH:18]1. Reactants: CC(=O)c1cc(N)cc(C(C)=O)c1, Clc1ncnc2nc[nH]c12, Cl, [K+], [OH-], O. Yields the product CC(=O)c1cc(Nc2ncnc3nc[nH]c23)cc(C(C)=O)c1. RXN SMILES: [C:1]([CH3:2])(=[O:3])[c:4]1[cH:5][c:6]([NH2:7])[cH:8][c:9]([C:11]([CH3:12])=[O:13])[cH:10]1.[Cl:14][c:15]1[c:16]2[nH:17][cH:18][n:19][c:20]2[n:21][cH:22][n:23]1.[ClH:24].[K+:26].[OH-:25].[OH2:27]>>[C:1]([CH3:2])(=[O:3])[c:4]1[cH:5][c:6]([NH:7][c:15]2[c:16]3[nH:17][cH:18][n:19][c:20]3[n:21][cH:22][n:23]2)[cH:8][c:9]([C:11]([CH3:12])=[O:13])[cH:10]1. Reaction SMILES: [CH2:1]([N:8]1[C:17]2[C:12](=[CH:13][CH:14]=[CH:15][CH:16]=2)[NH:11][CH2:10][CH2:9]1)[C:2]1[CH:7]=[CH:6][CH:5]=[CH:4][CH:3]=1.C(N(C(C)C)C(C)C)C.Cl[CH2:28][C:29]([NH2:31])=[O:30]>CN(C)C=O>[CH2:1]([N:8]1[C:17]2[C:12](=[CH:13][CH:14]=[CH:15][CH:16]=2)[N:11]([CH2:28][C:29]([NH2:31])=[O:30])[CH2:10][CH2:9]1)[C:2]1[CH:3]=[CH:4][CH:5]=[CH:6][CH:7]=1. Run at temperature 100 celsius. Starting materials: C(C1=CC=CC=C1)N1CCNC2=CC=CC=C12 (1-benzyl-1,2,3,4-tetrahydroquinoxaline), C(C)N(C(C)C)C(C)C (N-Ethyl-N-isopropylpropan-2-amine), ClCC(=O)N (2-chloroacetamide). Reported procedure: A solution of 1 g (4.46 mmol) 1-benzyl-1,2,3,4-tetrahydroquinoxaline in 10 ml of dimethylformamide was treated with 3.14 ml (18.15 mmol) of N-Ethyl-N-isopropylpropan-2-amine, and subsequently 863 mg (9.23 mmol) 2-chloroacetamide was added. The reaction mixture was heated in a microwave system at 100° C. for four hours. The resulting mixture was quenched with water and extracted once with ethylacetate. The aqueous phase was set to pH 10 with sodium hydroxide solution and extracted 3× with ethylac... Yields the product C(C1=CC=CC=C1)N1CCN(C2=CC=CC=C12)CC(=O)N (2-(4-benzyl-3,4-dihydro-2H-quinoxalin-1-yl)-acetamide). Solvent: CN(C=O)C (dimethylformamide). The yield is 97.5%.